This data is from the Open Reaction Database (ORD), a public repository of structured organic reaction records. The task is: describe an organic reaction: reactants, conditions, products, and yield Starting materials: CCOC(C)=O, CCCCCC, CCO, CCOCC, CC(C)=CCOc1cc([N+](=O)[O-])ccc1Cl, Cl, [Fe], O. Product: CC(C)=CCOc1cc(N)ccc1Cl. Reaction SMILES: [CH3:17][CH2:18][O:19][C:20](=[O:21])[CH3:22].[CH3:23][CH2:24][CH2:25][CH2:26][CH2:27][CH3:28].[CH3:29][CH2:30][OH:31].[CH3:34][CH2:35][O:36][CH2:37][CH3:38].[Cl:1][c:2]1[c:3]([O:11][CH2:12][CH:13]=[C:14]([CH3:15])[CH3:16])[cH:4][c:5]([N+:8]([O-:9])=[O:10])[cH:6][cH:7]1.[ClH:33].[Fe:39].[OH2:32]>>[Cl:1][c:2]1[c:3]([O:11][CH2:12][CH:13]=[C:14]([CH3:15])[CH3:16])[cH:4][c:5]([NH2:8])[cH:6][cH:7]1. Reactants: C(CC(O)(C(=O)O)CC(=O)O)(=O)O (citric acid), C(C)(C)NC(C)C (N,N-diisopropylamine), C[C@@H]1CCN(C[C@@H]1N(C)C2=C3C=CNC3=NC=N2)C(=O)CC#N.Cl (tofacitinib hydrochloride). The solvent is O (water), O (water). Product: C[C@@H]1CCN(C[C@@H]1N(C)C2=C3C=CNC3=NC=N2)C(=O)CC#N.C(C(=O)O)C(CC(=O)O)(C(=O)O)O (tofacitinib citrate). Yield: 91.8%. RXN SMILES: [CH3:1][C@H:2]1[C@@H:7]([N:8]([C:10]2[N:18]=[CH:17][N:16]=[C:15]3[C:11]=2[CH:12]=[CH:13][NH:14]3)[CH3:9])[CH2:6][N:5]([C:19]([CH2:21][C:22]#[N:23])=[O:20])[CH2:4][CH2:3]1.Cl.[C:25]([OH:37])(=[O:36])[CH2:26][C:27]([CH2:32][C:33]([OH:35])=[O:34])([C:29]([OH:31])=[O:30])[OH:28].C(NC(C)C)(C)C>O>[CH3:1][C@H:2]1[C@@H:7]([N:8]([C:10]2[N:18]=[CH:17][N:16]=[C:15]3[C:11]=2[CH:12]=[CH:13][NH:14]3)[CH3:9])[CH2:6][N:5]([C:19]([CH2:21][C:22]#[N:23])=[O:20])[CH2:4][CH2:3]1.[CH2:32]([C:27]([OH:28])([C:29]([OH:31])=[O:30])[CH2:26][C:25]([OH:37])=[O:36])[C:33]([OH:35])=[O:34] |f:0.1,5.6|. Reported procedure: Form APO-A tofacitinib hydrochloride (0.80 g, 2.29 mmol) was dissolved in water (0.80 mL). A solution of citric acid (0.53 g, 2.75 mmol) and N,N-diisopropylamine (0.25 g, 2.52 mmol) in water (8 mL) was charged under stirring at room temperature. Solids started to form 1-2 minutes following addition. The suspension was stirred at room temperature for 4 hours then filtered and washed with water (2×5 mL) and acetone (1×3 mL). The filtered solids were dried under vacuum (35 torr) at 40° C. for appro... The reactants are O1C=NC(=C1)C(=O)O (1,3-oxazole-4-carboxylic acid), C(C(=O)Cl)(=O)Cl (oxalyl chloride), O1C=NC(=C1)C(=O)Cl (1,3-oxazole-4-carbonyl chloride), NC=1SC2=C(N1)C=CC(=C2)OC=2C=CC(=C(C2)NC(C2=CC(=CC=C2)C2(CC2)C#N)=O)C (N-{5-[(2-amino-1,3-benzothiazol-6-yl)oxy]-2-methylphenyl}-3-(1-cyanocyclopropyl)benzamide), O1C=NC(=C1)C(=O)Cl (1,3-oxazole-4-carbonyl chloride). Reagents/catalysts: CN(C=O)C (N,N-dimethylformamide). Solvent: CN(C(C)=O)C (N,N-dimethylacetamide), O1CCCC1 (tetrahydrofuran), CN(C(C)=O)C (N,N-dimethylacetamide). Run at time 1 hour. The product is C(#N)C1(CC1)C=1C=C(C(=O)NC=2C=C(OC3=CC4=C(N=C(S4)NC(=O)C=4N=COC4)C=C3)C=CC2C)C=CC1 (N-[6-(3-{[3-(1-cyanocyclopropyl)benzoyl]amino}-4-methylphenoxy)-1,3-benzothiazol-2-yl]-1,3-oxazole-4-carboxamide). Yield: 75.0%. Reaction SMILES: [O:1]1[CH:5]=[C:4]([C:6](Cl)=[O:7])[N:3]=[CH:2]1.[NH2:9][C:10]1[S:11][C:12]2[CH:18]=[C:17]([O:19][C:20]3[CH:21]=[CH:22][C:23]([CH3:40])=[C:24]([NH:26][C:27](=[O:39])[C:28]4[CH:33]=[CH:32][CH:31]=[C:30]([C:34]5([C:37]#[N:38])[CH2:36][CH2:35]5)[CH:29]=4)[CH:25]=3)[CH:16]=[CH:15][C:13]=2[N:14]=1.O1C=C(C(O)=O)N=C1.C(Cl)(=O)C(Cl)=O>CN(C)C(=O)C.CN(C)C=O.O1CCCC1>[C:37]([C:34]1([C:30]2[CH:29]=[C:28]([CH:33]=[CH:32][CH:31]=2)[C:27]([NH:26][C:24]2[CH:25]=[C:20]([CH:21]=[CH:22][C:23]=2[CH3:40])[O:19][C:17]2[CH:16]=[CH:15][C:13]3[N:14]=[C:10]([NH:9][C:6]([C:4]4[N:3]=[CH:2][O:1][CH:5]=4)=[O:7])[S:11][C:12]=3[CH:18]=2)=[O:39])[CH2:36][CH2:35]1)#[N:38]. Procedure: To a solution of 1,3-oxazole-4-carbonyl chloride synthesized above in N,N-dimethylacetamide (3 mL) was added N-{5-[(2-amino-1,3-benzothiazol-6-yl)oxy]-2-methylphenyl}-3-(1-cyanocyclopropyl)benzamide (300 mg, 0.681 mmol) produced in Example A3(iv), and the mixture was stirred at room temperature for 1 hr. To the reaction mixture was added a solution of 1,3-oxazole-4-carbonyl chloride synthesized in the same manner as in the above from 1,3-oxazole-4-carboxylic acid (30 mg, 0.265 mmol), oxalyl chlo... Starting materials: ClC=1C=NC=2N(C1)N=C(C2)C(=O)O (6-chloro-pyrazolo[1,5-a]pyrimidine-2-carboxylic acid), CC1NCCC2=CC(=CC=C12)C1=NC=CC=C1 (1-Methyl-6-pyridin-2-yl-1,2,3,4-tetrahydro-isoquinoline). Yields the product ClC=1C=NC=2N(C1)N=C(C2)C(=O)N2C(C1=CC=C(C=C1CC2)C2=NC=CC=C2)C ((6-Chloro-pyrazolo[1,5-a]pyrimidin-2-yl)-(1-methyl-6-pyridin-2-yl-3,4-dihydro-1H-isoquinolin-2-yl)-methanone). RXN SMILES: [Cl:1][C:2]1[CH:3]=[N:4][C:5]2[N:6]([N:8]=[C:9]([C:11]([OH:13])=O)[CH:10]=2)[CH:7]=1.[CH3:14][CH:15]1[C:24]2[C:19](=[CH:20][C:21]([C:25]3[CH:30]=[CH:29][CH:28]=[CH:27][N:26]=3)=[CH:22][CH:23]=2)[CH2:18][CH2:17][NH:16]1>>[Cl:1][C:2]1[CH:3]=[N:4][C:5]2[N:6]([N:8]=[C:9]([C:11]([N:16]3[CH2:17][CH2:18][C:19]4[C:24](=[CH:23][CH:22]=[C:21]([C:25]5[CH:30]=[CH:29][CH:28]=[CH:27][N:26]=5)[CH:20]=4)[CH:15]3[CH3:14])=[O:13])[CH:10]=2)[CH:7]=1. Procedure: In close analogy to the procedure described in Example 1, 6-chloro-pyrazolo[1,5-a]pyrimidine-2-carboxylic acid is reacted with 1-Methyl-6-pyridin-2-yl-1,2,3,4-tetrahydro-isoquinoline to provide the title compound in moderate yield. As a reaction SMILES: [OH:1][C:2]1[CH:3]=[C:4]2[C:9](=[CH:10][CH:11]=1)[N:8]=[C:7]([CH2:12][N:13]1[CH2:18][CH2:17][CH:16]([C:19]([O:21][CH3:22])=[O:20])[CH2:15][CH2:14]1)[N:6]=[CH:5]2.[C:23]([C@@H:27]1[CH2:32][CH2:31][C@H:30](O)[CH2:29][CH2:28]1)([CH3:26])([CH3:25])[CH3:24].C1C=CC(P(C2C=CC=CC=2)C2C=CC=CC=2)=CC=1.CC(OC(/N=N/C(OC(C)C)=O)=O)C>O.C1COCC1>[C:23]([C@H:27]1[CH2:32][CH2:31][C@H:30]([O:1][C:2]2[CH:3]=[C:4]3[C:9](=[CH:10][CH:11]=2)[N:8]=[C:7]([CH2:12][N:13]2[CH2:14][CH2:15][CH:16]([C:19]([O:21][CH3:22])=[O:20])[CH2:17][CH2:18]2)[N:6]=[CH:5]3)[CH2:29][CH2:28]1)([CH3:26])([CH3:25])[CH3:24]. Reaction conditions: time 0.5 hour. Yield: 284.4%. Product: C(C)(C)(C)[C@@H]1CC[C@H](CC1)OC=1C=C2C=NC(=NC2=CC1)CN1CCC(CC1)C(=O)OC (methyl 1-((6-(trans-4-tert-butylcyclohexyloxy)quinazolin-2-yl)methyl)piperidine-4-carboxylate). Reported procedure: Into a 25 mL round bottom flask was added methyl 1-((6-hydroxyquinazolin-2-yl)methyl)piperidine-4-carboxylate (0.5 g, 1.6 mmol), cis-4-tert-butylcyclohexanol (0.38 g, 0.24 mmol, 1.5 eq), PPh3 (0.87 g, 3.3 mmol, 2 eq) and dry THF (0.5 mL) under N2 atmosphere. Then DIAD (0.53 g, 0.33 mmol, 2 eq) was quickly added in one portion at room temperature. The reaction mixture was stirred at rt for 0.5 h, diluted with water (20 mL) and extracted with DCM (20 ml*3). The combined organic lays were dried ove... The reactants are CC(C)OC(=O)/N=N/C(=O)OC(C)C (DIAD), OC=1C=C2C=NC(=NC2=CC1)CN1CCC(CC1)C(=O)OC (methyl 1-((6-hydroxyquinazolin-2-yl)methyl)piperidine-4-carboxylate), C(C)(C)(C)[C@H]1CC[C@H](CC1)O (cis-4-tert-butylcyclohexanol), C1=CC=C(C=C1)P(C2=CC=CC=C2)C3=CC=CC=C3 (PPh3). The solvent is C1CCOC1 (THF), O (water). The reactants are CCOC(=O)c1ccc(N(C)C(=O)c2ccccc2C)cc1, CO, [Na+], [OH-]. The product is Cc1ccccc1C(=O)N(C)c1ccc(C(=O)O)cc1. RXN SMILES: [CH3:1][N:2]([C:3]([c:4]1[c:5]([CH3:10])[cH:6][cH:7][cH:8][cH:9]1)=[O:11])[c:12]1[cH:13][cH:14][c:15]([C:16](=[O:17])[O:18][CH2:19][CH3:20])[cH:21][cH:22]1.[CH3:25][OH:26].[Na+:24].[OH-:23]>>[CH3:1][N:2]([C:3]([c:4]1[c:5]([CH3:10])[cH:6][cH:7][cH:8][cH:9]1)=[O:11])[c:12]1[cH:13][cH:14][c:15]([C:16](=[O:17])[OH:18])[cH:21][cH:22]1. The reactants are [Cl-].[Na+] (sodium chloride), [H-].[Na+] (sodium hydride), [N+](=O)([O-])C=1C=C(C=O)C=CC1C (3-nitro-4-methylbenzaldehyde), [Br-].COC=1C=C(CP(C2=CC=CC=C2)(C2=CC=CC=C2)C2=CC=CC=C2)C=C(C1OC)OC (3,4,5-trimethoxybenzyltriphenylphosphine bromide). Run in C(C)(=O)O (acetic acid), C1=CC=CC=C1 (benzene), C1=CC=CC=C1 (benzene). Product: [N+](=O)([O-])C=1C=C(C=CC1C)\C=C/C1=CC(=C(C(=C1)OC)OC)OC ((Z)-1-(3-nitro-4-methylphenyl)-2-(3,4,5-trimethoxyphenyl)ethene). Yield: 49.6%. As a reaction SMILES: [N+:1]([C:4]1[CH:5]=[C:6]([CH:9]=[CH:10][C:11]=1[CH3:12])[CH:7]=O)([O-:3])=[O:2].[Br-].[CH3:14][O:15][C:16]1[CH:17]=[C:18]([CH:39]=[C:40]([O:44][CH3:45])[C:41]=1[O:42][CH3:43])[CH2:19]P(C1C=CC=CC=1)(C1C=CC=CC=1)C1C=CC=CC=1.[H-].[Na+].[Cl-].[Na+]>C1C=CC=CC=1.C(O)(=O)C>[N+:1]([C:4]1[CH:5]=[C:6](/[CH:7]=[CH:19]\[C:18]2[CH:39]=[C:40]([O:44][CH3:45])[C:41]([O:42][CH3:43])=[C:16]([O:15][CH3:14])[CH:17]=2)[CH:9]=[CH:10][C:11]=1[CH3:12])([O-:3])=[O:2] |f:1.2,3.4,5.6|. Procedure: 1.0 g of 3-nitro-4-methylbenzaldehyde and 3.3 g of 3,4,5-trimethoxybenzyltriphenylphosphine bromide were dissolved in 50 ml of benzene, and a benzene solution containing 302 mg of sodium hydride dispersed therein was added thereto and reacted for 15 hours at room temperature. The reaction liquid was neutralized with acetic acid, saturated sodium chloride solution was added thereto, and the resulting liquid was extracted with dichloromethane. The extract was dried with anhydrous sodium sulfate, c... Reactants: BrC(Br)(Br)Br, ClCCl, CSc1ccc(CO)cc1F, c1ccc(P(c2ccccc2)c2ccccc2)cc1. Product: CSc1ccc(CBr)cc1F. Reaction SMILES: [C:12]([Br:13])([Br:14])([Br:15])[Br:16].[Cl:36][CH2:37][Cl:38].[F:1][c:2]1[cH:3][c:4]([CH2:10][OH:11])[cH:5][cH:6][c:7]1[S:8][CH3:9].[c:17]1([P:18]([c:19]2[cH:20][cH:21][cH:22][cH:23][cH:24]2)[c:25]2[cH:26][cH:27][cH:28][cH:29][cH:30]2)[cH:31][cH:32][cH:33][cH:34][cH:35]1>>[F:1][c:2]1[cH:3][c:4]([CH2:10][Br:13])[cH:5][cH:6][c:7]1[S:8][CH3:9]. Starting materials: CCOC(C)=O, O=C(Cl)C1CC1, CC(C)(C#N)c1cccc(C(=O)Nc2ccc(F)c(Oc3ccc4nc(N)sc4c3)c2)c1Cl, C1CCOC1, O, c1ccncc1. Yields the product CC(C)(C#N)c1cccc(C(=O)Nc2ccc(F)c(Oc3ccc4nc(NC(=O)C5CC5)sc4c3)c2)c1Cl. As a reaction SMILES: [CH3:52][CH2:53][O:54][C:55](=[O:56])[CH3:57].[CH:34]1([C:37](=[O:38])[Cl:39])[CH2:35][CH2:36]1.[NH2:1][c:2]1[s:3][c:4]2[c:5]([n:6]1)[cH:7][cH:8][c:9]([O:11][c:12]1[cH:13][c:14]([NH:19][C:20]([c:21]3[c:22]([Cl:32])[c:23]([C:27]([CH3:28])([CH3:29])[C:30]#[N:31])[cH:24][cH:25][cH:26]3)=[O:33])[cH:15][cH:16][c:17]1[F:18])[cH:10]2.[O:47]1[CH2:48][CH2:49][CH2:50][CH2:51]1.[OH2:46].[cH:40]1[cH:41][cH:42][n:43][cH:44][cH:45]1>>[NH:1]([c:2]1[s:3][c:4]2[c:5]([n:6]1)[cH:7][cH:8][c:9]([O:11][c:12]1[cH:13][c:14]([NH:19][C:20]([c:21]3[c:22]([Cl:32])[c:23]([C:27]([CH3:28])([CH3:29])[C:30]#[N:31])[cH:24][cH:25][cH:26]3)=[O:33])[cH:15][cH:16][c:17]1[F:18])[cH:10]2)[C:37]([CH:34]1[CH2:35][CH2:36]1)=[O:38]. Starting materials: CC1(O)CCN(Cc2ccccc2)CC1, CC#N, [Na+], [OH-], O=S(=O)(O)O. Product: CC(=O)NC1(C)CCN(Cc2ccccc2)CC1. As a reaction SMILES: [CH2:6]([c:7]1[cH:8][cH:9][cH:10][cH:11][cH:12]1)[N:13]1[CH2:14][CH2:15][C:16]([OH:19])([CH3:20])[CH2:17][CH2:18]1.[CH3:23][C:24]#[N:25].[Na+:22].[OH-:21].[S:1](=[O:2])(=[O:3])([OH:4])[OH:5]>>[CH2:6]([c:7]1[cH:8][cH:9][cH:10][cH:11][cH:12]1)[N:13]1[CH2:14][CH2:15][C:16]([CH3:20])([NH:25][C:24](=[O:21])[CH3:23])[CH2:17][CH2:18]1.